This data is from the Open Reaction Database (ORD), a public repository of structured organic reaction records. The task is: describe an organic reaction: reactants, conditions, products, and yield Reactants: ClC1=NC=C(C2=CC(=CC=C12)N(C)C)OC (1-chloro-4-methoxy-N,N-dimethylisoquinolin-6-amine), [F-].C[N+](C)(C)C (tetramethylammonium fluoride). The solvent is C(C)OC(C)=O (Ethylacteate), CS(=O)C (DMSO). Run at temperature 110 celsius. The product is FC1=NC=C(C2=CC(=CC=C12)N(C)C)OC (1-fluoro-4-methoxy-N,N-dimethylisoquinolin-6-amine). The yield is 55.9%. Reaction SMILES: Cl[C:2]1[C:11]2[C:6](=[CH:7][C:8]([N:12]([CH3:14])[CH3:13])=[CH:9][CH:10]=2)[C:5]([O:15][CH3:16])=[CH:4][N:3]=1.[F-:17].C[N+](C)(C)C>CS(C)=O.C(OC(=O)C)C>[F:17][C:2]1[C:11]2[C:6](=[CH:7][C:8]([N:12]([CH3:14])[CH3:13])=[CH:9][CH:10]=2)[C:5]([O:15][CH3:16])=[CH:4][N:3]=1 |f:1.2|. Procedure: To a solution of 1-chloro-4-methoxy-N,N-dimethylisoquinolin-6-amine (250 mg, 1.056 mmol) in DMSO (5 mL) was added tetramethylammonium fluoride (295 mg, 3.17 mmol) and the solution was heated to 110° C. for 1 h. The reaction was diluted with Ethylacteate and washed with water, and brine. The organic phase was collected, dried over sodium sulfate, and concentrated under vacuum to give the crude product which was purified by silica gel chromatography using 80% DCM/hexanes. The product fractions wer... Reactants: O[C@](C(=O)O)(C)C1=CC=CC=C1 ((R)-(−)-2-hydroxy-2-phenylpropionic acid), N[C@@H](C)C(=O)N1C2=C(C3=C(C(C1=O)C)C=CC=C3)C(=CC=C2)N (5-(L-alaninyl)-amino-7-methyl-5,7-dihydro-6H-dibenz[b,d]azepin-6-one). Yields the product O[C@](C(=O)N[C@@H](C)C(=O)N1C2=C(C3=C(C(C1=O)C)C=CC=C3)C(=CC=C2)N)(C)C2=CC=CC=C2 (5-{N′-((R)-(−)-2-Hydroxy-2-phenylpropionyl)-L-alaninyl}-amino-7-methyl-5,7-dihydro-6H-dibenz[b,d]azepin-6-one). As a reaction SMILES: [OH:1][C@@:2]([C:7]1[CH:12]=[CH:11][CH:10]=[CH:9][CH:8]=1)([CH3:6])[C:3]([OH:5])=O.[NH2:13][C@H:14]([C:16]([N:18]1[C:24](=[O:25])[CH:23]([CH3:26])[C:22]2[CH:27]=[CH:28][CH:29]=[CH:30][C:21]=2[C:20]2[C:31]([NH2:35])=[CH:32][CH:33]=[CH:34][C:19]1=2)=[O:17])[CH3:15]>>[OH:1][C@@:2]([C:7]1[CH:12]=[CH:11][CH:10]=[CH:9][CH:8]=1)([CH3:6])[C:3]([NH:13][C@H:14]([C:16]([N:18]1[C:24](=[O:25])[CH:23]([CH3:26])[C:22]2[CH:27]=[CH:28][CH:29]=[CH:30][C:21]=2[C:20]2[C:31]([NH2:35])=[CH:32][CH:33]=[CH:34][C:19]1=2)=[O:17])[CH3:15])=[O:5]. Procedure: Following one or more of the general procedures outlined above, using (R)-(−)-2-hydroxy-2-phenylpropionic acid and 5-(L-alaninyl)-amino-7-methyl-5,7-dihydro-6H-dibenz[b,d]azepin-6-one, as described in Example 7-B, the title compound was prepared. The molecular weight as determined by mass spectrometry (FD) was: 458 (M+H).